From a dataset of the Open Reaction Database (ORD), a public repository of structured organic reaction records. describe an organic reaction: reactants, conditions, products, and yield The reactants are ClCCl, Cc1cc(Br)c(N)c(CO)c1, C1CCOC1. The product is Cc1cc(Br)c(N)c(C=O)c1. As a reaction SMILES: [Cl:12][CH2:13][Cl:14].[NH2:1][c:2]1[c:3]([CH2:10][OH:11])[cH:4][c:5]([CH3:9])[cH:6][c:7]1[Br:8].[O:15]1[CH2:16][CH2:17][CH2:18][CH2:19]1>>[NH2:1][c:2]1[c:3]([CH:10]=[O:11])[cH:4][c:5]([CH3:9])[cH:6][c:7]1[Br:8]. The product is ON=C(c1ccccc1)c1cnc2c(C(F)(F)F)cccc2c1-c1ccccc1. RXN SMILES: [C:35]([O-:36])(=[O:37])[CH3:38].[CH3:40][CH2:41][OH:42].[ClH:29].[NH2:30][OH:31].[Na+:39].[OH2:32].[OH2:33].[OH2:34].[OH2:43].[c:1]1([C:7](=[O:8])[c:9]2[cH:10][n:11][c:12]3[c:13]([C:25]([F:26])([F:27])[F:28])[cH:14][cH:15][cH:16][c:17]3[c:18]2-[c:19]2[cH:20][cH:21][cH:22][cH:23][cH:24]2)[cH:2][cH:3][cH:4][cH:5][cH:6]1>>[c:1]1([C:7]([c:9]2[cH:10][n:11][c:12]3[c:13]([C:25]([F:26])([F:27])[F:28])[cH:14][cH:15][cH:16][c:17]3[c:18]2-[c:19]2[cH:20][cH:21][cH:22][cH:23][cH:24]2)=[N:30][OH:31])[cH:2][cH:3][cH:4][cH:5][cH:6]1. The reactants are CC(=O)[O-], CCO, Cl, NO, [Na+], O, O, O, O, O=C(c1ccccc1)c1cnc2c(C(F)(F)F)cccc2c1-c1ccccc1. The reactants are S(=O)(=O)(C1=CC=C(C)C=C1)Cl (Tosyl chloride), TEA, OCCC1NC(C2=CC=CC=C12)=O (1,3-dihydro-3-(2-hydroxyethyl)-2H-isoindol-1-one). Solvent: C(Cl)Cl (CH2Cl2). Run at time 12 hour. Yields the product S(=O)(=O)(C1=CC=C(C)C=C1)CCC1NC(C2=CC=CC=C12)=O (1,3-dihydro-3-(2-tosylethyl)-2H-isoindol-1-one). Isolated yield 78.8%. As a reaction SMILES: [S:1](Cl)([C:4]1[CH:10]=[CH:9][C:7]([CH3:8])=[CH:6][CH:5]=1)(=[O:3])=[O:2].O[CH2:13][CH2:14][CH:15]1[C:23]2[C:18](=[CH:19][CH:20]=[CH:21][CH:22]=2)[C:17](=[O:24])[NH:16]1>C(Cl)Cl>[S:1]([CH2:13][CH2:14][CH:15]1[C:23]2[C:18](=[CH:19][CH:20]=[CH:21][CH:22]=2)[C:17](=[O:24])[NH:16]1)([C:4]1[CH:10]=[CH:9][C:7]([CH3:8])=[CH:6][CH:5]=1)(=[O:3])=[O:2]. Procedure details: Tosyl chloride (3.4 g, 17.7 mmol) is added to a solution of TEA (5.1 g, 50.8 mmol) and 1,3-dihydro-3-(2-hydroxyethyl)-2H-isoindol-1-one (3.0 g, 16.9 mmol) in 50 mL of CH2Cl2 at room temperature under argon. After 12 hours, the reaction mixture is extracted with H2O (2×100 mL) and dried over Na2SO4. Evaporation of the solvent gives 4.2 g (75% yield) of 1,3-dihydro-3-(2-tosylethyl)-2H-isoindol-1-one; mp=146-149° C. (dec) after recrystallization from ethyl acetate. Starting materials: O=C([O-])O, COc1ccc(CSC2CNC(C(N)=O)C2)cc1, CCI, CN(C)C=O, [Na+]. The product is CCN1CC(SCc2ccc(OC)cc2)CC1C(N)=O. RXN SMILES: [C:4](=[O:5])([OH:6])[O-:7].[C:9]([NH2:10])(=[O:11])[CH:12]1[NH:13][CH2:14][CH:15]([S:17][CH2:18][c:19]2[cH:20][cH:21][c:22]([O:25][CH3:26])[cH:23][cH:24]2)[CH2:16]1.[CH2:1]([CH3:2])[I:3].[CH3:27][N:28]([CH3:29])[CH:30]=[O:31].[Na+:8]>>[CH2:1]([CH3:2])[N:13]1[CH:12]([C:9]([NH2:10])=[O:11])[CH2:16][CH:15]([S:17][CH2:18][c:19]2[cH:20][cH:21][c:22]([O:25][CH3:26])[cH:23][cH:24]2)[CH2:14]1. Reported procedure: To a solution of 0.082 g (0.14 mmol) of the product of step C in 1.0 mL of methanol and 1.0 mL methylene chloride was added 250 gL of a 5.0 N solution of sodium hydroxide and the reaction was stirred at room temperature for 16 hours. The reaction mixture was then adjusted to pH=5-6 with dropwise addition of 6 N hydrochloric acid, and then concentrated in vacuo. The residue was redissolved in methanol, filtered, and evaporated. The mixture was then purified on a silica gel flash chromatography co... Yield: 89.4%. The solvent is CO (methanol), C(Cl)Cl (methylene chloride). The reactants are Cl (hydrochloric acid), C(=O)(OCC)C(OC1=C(C=C(C=C1Cl)CN1C(N(C2=C1C=CC=C2)C(=O)OCC)=O)Cl)C2=CC1=C(C=C2)OCO1 (1-[4-(1-carboethoxy-1-(3,4-methylenedioxyphenyl)methoxy)-3,5-dichlorophenylmethyl]-3-carboethoxy-2-benzimidazolinone), solution, [OH-].[Na+] (sodium hydroxide). As a reaction SMILES: [C:1]([CH:6]([C:32]1[CH:37]=[CH:36][C:35]2[O:38][CH2:39][O:40][C:34]=2[CH:33]=1)[O:7][C:8]1[C:13]([Cl:14])=[CH:12][C:11]([CH2:15][N:16]2[C:20]3[CH:21]=[CH:22][CH:23]=[CH:24][C:19]=3[N:18](C(OCC)=O)[C:17]2=[O:30])=[CH:10][C:9]=1[Cl:31])([O:3]CC)=[O:2].[OH-].[Na+].Cl>CO.C(Cl)Cl>[C:1]([CH:6]([C:32]1[CH:37]=[CH:36][C:35]2[O:38][CH2:39][O:40][C:34]=2[CH:33]=1)[O:7][C:8]1[C:9]([Cl:31])=[CH:10][C:11]([CH2:15][N:16]2[C:20]3[CH:21]=[CH:22][CH:23]=[CH:24][C:19]=3[NH:18][C:17]2=[O:30])=[CH:12][C:13]=1[Cl:14])([OH:3])=[O:2] |f:1.2|. Reaction conditions: time 16 hour. Yields the product C(=O)(O)C(OC1=C(C=C(C=C1Cl)CN1C(NC2=C1C=CC=C2)=O)Cl)C2=CC1=C(C=C2)OCO1 (1-[4-(1-carboxy-1-(3,4-methylenedioxyphenyl)methoxy)-3,5-dichlorophenylmethyl]-2-benzimidazolinone). Reactants: BrCCCCCCOCCCCC#Cc1cnccn1, CCO. The product is BrCCCCCCOCCCCCCc1cnccn1. Reaction SMILES: [Br:1][CH2:2][CH2:3][CH2:4][CH2:5][CH2:6][CH2:7][O:8][CH2:9][CH2:10][CH2:11][CH2:12][C:13]#[C:14][c:15]1[n:16][cH:17][cH:18][n:19][cH:20]1.[CH3:21][CH2:22][OH:23]>>[Br:1][CH2:2][CH2:3][CH2:4][CH2:5][CH2:6][CH2:7][O:8][CH2:9][CH2:10][CH2:11][CH2:12][CH2:13][CH2:14][c:15]1[n:16][cH:17][cH:18][n:19][cH:20]1. The reactants are crude product, aqueous solution, [OH-].[Na+] (sodium hydroxide), CON=C(C(=O)OCC)C1=CC=C(C=C1)[N+](=O)[O-] (ethyl α-methoxyimino-4-nitrophenylacetate), Cl (hydrochloric acid). The solvent is CO (methanol). Conditions: time 8 hour. Yields the product CON=C(C(=O)O)C1=CC=C(C=C1)[N+](=O)[O-] (α-Methoxyimino-4-nitrophenylacetic acid). Isolated yield 88.0%. As a reaction SMILES: [OH-].[Na+].[CH3:3][O:4][N:5]=[C:6]([C:12]1[CH:17]=[CH:16][C:15]([N+:18]([O-:20])=[O:19])=[CH:14][CH:13]=1)[C:7]([O:9]CC)=[O:8].Cl>CO>[CH3:3][O:4][N:5]=[C:6]([C:12]1[CH:17]=[CH:16][C:15]([N+:18]([O-:20])=[O:19])=[CH:14][CH:13]=1)[C:7]([OH:9])=[O:8] |f:0.1|. Procedure details: 5 ml (10 mmol) of a 2N aqueous solution of sodium hydroxide were added to a solution of 1.28 g (5.07 mmol) of ethyl α-methoxyimino-4-nitrophenylacetate in methanol, and the resulting mixture was stirred overnight at room temperature. The reaction mixture was poured into 1N hydrochloric acid and extracted with ethyl acetate. The extract was dried over anhydrous magnesium sulfate and the solvent was distilled off to give 1.0 g (88% yield) of the title compound as a crude product, which was used in... The reactants are solution, [H-].C(C(C)C)[Al+]CC(C)C (diisobutyl aluminum hydride), solution, [H-].C(C(C)C)[Al+]CC(C)C (diisobutyl aluminum hydride), SC=1OC2=C(N1)C=CC=C2C(=O)OC (2-mercapto-7-methoxycarbonylbenzoxazole), [H-].C(C(C)C)[Al+]CC(C)C (diisobutyl aluminum hydride), Cl (hydrochloric acid). The solvent is C1(=CC=CC=C1)C (toluene), C1(=CC=CC=C1)C (toluene), C1CCOC1 (THF). Reaction conditions: time 30 minute. Product: OCC1=CC=CC=2N=C(OC21)S (7-hydroxymethyl-2-mercaptobenzooxazole). Yield: 93.6%. Reaction SMILES: [H-].C([Al+]CC(C)C)C(C)C.[SH:11][C:12]1[O:13][C:14]2[C:20]([C:21](OC)=[O:22])=[CH:19][CH:18]=[CH:17][C:15]=2[N:16]=1.Cl>C1(C)C=CC=CC=1.C1COCC1>[OH:22][CH2:21][C:20]1[C:14]2[O:13][C:12]([SH:11])=[N:16][C:15]=2[CH:17]=[CH:18][CH:19]=1 |f:0.1|. Reported procedure: A 1.0M solution of diisobutyl aluminum hydride in toluene (10 ml) was slowly dropped, under argon atmosphere at −78° C., into a solution of 2-mercapto-7-methoxycarbonylbenzoxazole (1.1 g, 5.0 mmol) in THF (20 ml) followed by stirring for 30 minutes. At that temperature, a 1.0M solution of diisobutyl aluminum hydride in toluene (5 ml) was slowly dropped thereinto followed by stirring for 30 minutes. After cooling, diluted hydrochloric acid was added to the reaction mixture to decompose the excess... Reactants: CC(=O)CC1=CC=CC=C1 (benzyl methyl ketone), COC(N(C)C)OC (dimethylformamide dimethyl acetal). Yields the product CN(C=C(C(C)=O)C1=CC=CC=C1)C (4-Dimethylamino-3-phenyl-3-buten-2-one). Reaction SMILES: [CH3:1][C:2]([CH2:4][C:5]1[CH:10]=[CH:9][CH:8]=[CH:7][CH:6]=1)=[O:3].CO[CH:13](OC)[N:14]([CH3:16])[CH3:15]>>[CH3:13][N:14]([CH3:16])[CH:15]=[C:4]([C:5]1[CH:10]=[CH:9][CH:8]=[CH:7][CH:6]=1)[C:2](=[O:3])[CH3:1]. Reported procedure: A stirred mixture of benzyl methyl ketone (26.8 ml) and dimethylformamide dimethyl acetal (30.0 ml) was heated in a distillation apparatus on an oil bath at 95°-100° C. for 11/2 hours. Methanol slowly distilled off. The residual volatiles were removed under vacuum and the resulting oil was crystallised from ether-petroleum spirit (40°-60° C.) to yield the title compound (mp 66° C.).